This data is from the Open Reaction Database (ORD), a public repository of structured organic reaction records. The task is: describe an organic reaction: reactants, conditions, products, and yield The reactants are FC1=C(OC2=C(C=NC=C2)C#CCNC(CN2CCCC2)=O)C=CC(=C1)[N+](=O)[O-] (N-(3-(4-(2-fluoro-4-nitrophenoxy)pyridin-3-yl)prop-2-ynyl)-2-(pyrrolidin-1-yl)acetamide), [NH4+].[Cl-] (NH4Cl). The reagents and catalysts are [Fe] (Fe). Product: NC1=CC(=C(OC2=C(C=NC=C2)C#CCNC(CN2CCCC2)=O)C=C1)F (N-(3-(4-(4-Amino-2-fluorophenoxy)pyridin-3-yl)prop-2-ynyl)-2-(pyrrolidin-1-yl)acetamide). RXN SMILES: [F:1][C:2]1[CH:26]=[C:25]([N+:27]([O-])=O)[CH:24]=[CH:23][C:3]=1[O:4][C:5]1[CH:10]=[CH:9][N:8]=[CH:7][C:6]=1[C:11]#[C:12][CH2:13][NH:14][C:15](=[O:22])[CH2:16][N:17]1[CH2:21][CH2:20][CH2:19][CH2:18]1.[NH4+].[Cl-]>[Fe]>[NH2:27][C:25]1[CH:24]=[CH:23][C:3]([O:4][C:5]2[CH:10]=[CH:9][N:8]=[CH:7][C:6]=2[C:11]#[C:12][CH2:13][NH:14][C:15](=[O:22])[CH2:16][N:17]2[CH2:21][CH2:20][CH2:19][CH2:18]2)=[C:2]([F:1])[CH:26]=1 |f:1.2|. Reported procedure: The title compound was prepared by the reduction of N-(3-(4-(2-fluoro-4-nitrophenoxy)pyridin-3-yl)prop-2-ynyl)-2-(pyrrolidin-1-yl)acetamide (35 mg, 0.088 mmol) in the manner similar to that of Step E of Example 35 using Fe powder (67 mg, 1.21 mmol) and NH4Cl (128 mg, 2.42 mmol). The product was used in subsequent reactions without any purification. Yellow oil (30 mg, 93%). MS (ESI+): m/z 319.24 (M+H)+. The reactants are CC(C)(C)[O-].[K+] (potassium tert-butylate), C1(CCCCC1)C=CCN=C (cyclohexyl-methylidene-allylamine), O1CCCC1 (tetrahydrofuran). Procedure: The procedure is carried out as described in Example 1, with the use however in this case of 5 g of potassium tert-butylate, 240 g (1.59 mols) of cyclohexyl-methylidene-allylamine and 250 ml of tetrahydrofuran. After a reaction time of 1 hour at 30° C., there is obtained 199 g (1.32 mols) of propylidene(cyclohexylidene-methylamine), corresponding to a yield of 83% of theory; b.p. 51°-53° C./0.3 Torr; nD20 =1.5072. The yield is 83.0%. As a reaction SMILES: C[C:2]([O-])([CH3:4])[CH3:3].[K+].[CH:7]1([CH:13]=[CH:14][CH2:15][N:16]=C)CCCCC1.O1C[CH2:21][CH2:20][CH2:19]1>>[CH:14](=[CH:15][N:16]=[C:3]1[CH2:2][CH2:4][CH2:21][CH2:20][CH2:19]1)[CH2:13][CH3:7] |f:0.1|. Yields the product C(CC)=CN=C1CCCCC1 (propylidene(cyclohexylidene-methylamine)). The reactants are N1(C=NC=C1)C1=NC2=CC=C(C=C2C(=N1)NCCOC)C#C[Si](CC)(CC)CC (2-(1-imidazolyl)-4-(2-methoxyethyl)amino-6-(2-triethylsilylethynyl)quinazoline), [F-].C(CCC)[N+](CCCC)(CCCC)CCCC (tetrabutylammonium fluoride). Run in C1CCOC1 (THF). Run at time 1.5 hour. Product: C(#C)C=1C=C2C(=NC(=NC2=CC1)N1C=NC=C1)NCCOC (6-ethynyl-4-(2-methoxyethyl)amino-2-(1-imidazolyl)quinazoline). Isolated yield 85.4%. As a reaction SMILES: [N:1]1([C:6]2[N:15]=[C:14]([NH:16][CH2:17][CH2:18][O:19][CH3:20])[C:13]3[C:8](=[CH:9][CH:10]=[C:11]([C:21]#[C:22][Si](CC)(CC)CC)[CH:12]=3)[N:7]=2)[CH:5]=[CH:4][N:3]=[CH:2]1.[F-].C([N+](CCCC)(CCCC)CCCC)CCC>C1COCC1>[C:21]([C:11]1[CH:12]=[C:13]2[C:8](=[CH:9][CH:10]=1)[N:7]=[C:6]([N:1]1[CH:5]=[CH:4][N:3]=[CH:2]1)[N:15]=[C:14]2[NH:16][CH2:17][CH2:18][O:19][CH3:20])#[CH:22] |f:1.2|. Procedure: To 1.35 g of the compound prepared in example 17 in 20 mL of THF was added 3.3 mL of tetrabutylammonium fluoride (1M in THF). Stirred at room temperature for 1.5 hrs. The excess THF was removed under reduced pressure and the residue taken up in chloroform and water. The insoluble precipitate was collected by filtration. Yielded 0.83 g of the title compound. Reactants: O=C([O-])[O-], CN(C)C=O, Clc1nc(Cl)c2ccccc2n1, [K+], [K+], Nc1ccccc1F, O. Product: Fc1ccccc1Nc1nc(Cl)nc2ccccc12. Reaction SMILES: [C:26](=[O:27])([O-:28])[O-:29].[CH3:21][N:22]([CH3:23])[CH:24]=[O:25].[Cl:9][c:10]1[n:11][c:12]2[cH:13][cH:14][cH:15][cH:16][c:17]2[c:18]([Cl:20])[n:19]1.[K+:30].[K+:31].[NH2:1][c:2]1[cH:3][cH:4][cH:5][cH:6][c:7]1[F:8].[OH2:32]>>[NH:1]([c:2]1[cH:3][cH:4][cH:5][cH:6][c:7]1[F:8])[c:18]1[c:17]2[c:12]([n:11][c:10]([Cl:9])[n:19]1)[cH:13][cH:14][cH:15][cH:16]2. Reactants: [H-].C(C(C)C)[Al+]CC(C)C (Diisobutylaluminum hydride), COC(=O)C=1C=CC=2N(C1)C(=CN2)C2=C(C(=CC(=C2)C(C)C)C(C)C)OCC (3-(2-ethoxy-3,5-diisopropyl-phenyl)-imidazo[1,2-a]pyridine-6-carboxylic acid methyl ester). Run in ClCCl (dichloromethane). Reaction conditions: temperature -78 celsius, time 4 hour. Yields the product C(C)OC1=C(C=C(C=C1C(C)C)C(C)C)C1=CN=C2N1C=C(C=C2)CO ([3-(2-ethoxy-3,5-diisopropyl-phenyl)-imidazo[1,2-a]pyridin-6-yl]-methanol). The yield is 36.6%. As a reaction SMILES: [H-].C([Al+]CC(C)C)C(C)C.C[O:12][C:13]([C:15]1[CH:16]=[CH:17][C:18]2[N:19]([C:21]([C:24]3[CH:29]=[C:28]([CH:30]([CH3:32])[CH3:31])[CH:27]=[C:26]([CH:33]([CH3:35])[CH3:34])[C:25]=3[O:36][CH2:37][CH3:38])=[CH:22][N:23]=2)[CH:20]=1)=O>ClCCl>[CH2:37]([O:36][C:25]1[C:26]([CH:33]([CH3:34])[CH3:35])=[CH:27][C:28]([CH:30]([CH3:32])[CH3:31])=[CH:29][C:24]=1[C:21]1[N:19]2[CH:20]=[C:15]([CH2:13][OH:12])[CH:16]=[CH:17][C:18]2=[N:23][CH:22]=1)[CH3:38] |f:0.1|. Procedure: Diisobutylaluminum hydride (2.4 ml, 1M soln., 2.4 mmol) was added dropwise to a solution of 3-(2-ethoxy-3,5-diisopropyl-phenyl)-imidazo[1,2-a]pyridine-6-carboxylic acid methyl ester (300 mg, 0.79 mmol) in dichloromethane (10 mL) which had been cooled to −78° C. under a nitrogen atmosphere. After the addition was complete, the reaction was kept at −78° C. for 4 h, then quenched with with methanol (10 mL). After addition of the methanol, the mixture was poured into water, filtered and the solution... Starting materials: C(=O)[O-].[NH4+] (ammonium formate), ClC1=CC=C2C(N3C(C2=C1)=C(C=C(C3=O)C3=CC=CC=C3)C(=O)O)=N (9-chloro-6-imino-4-oxo-3-phenyl-6H-pyrido[2,1-a]isoindole-1-carboxylic acid), C(=O)[O-].[NH4+] (ammonium formate). Reagents/catalysts: [Pd] (palladium/carbon). Run in CO (methanol). The product is O=C1C(=CC(=C2N1CC1=CC=CC=C21)C(=O)O)C2=CC=CC=C2 (4,6-dihydro-4-oxo-3-phenylpyrido[2,1-a]isoindole-1-carboxylic acid). The yield is 80.2%. As a reaction SMILES: Cl[C:2]1[CH:10]=[C:9]2[C:5]([C:6](=N)[N:7]3[C:14](=[O:15])[C:13]([C:16]4[CH:21]=[CH:20][CH:19]=[CH:18][CH:17]=4)=[CH:12][C:11]([C:22]([OH:24])=[O:23])=[C:8]32)=[CH:4][CH:3]=1.C([O-])=O.[NH4+]>CO.[Pd]>[O:15]=[C:14]1[N:7]2[CH2:6][C:5]3[C:9]([C:8]2=[C:11]([C:22]([OH:24])=[O:23])[CH:12]=[C:13]1[C:16]1[CH:21]=[CH:20][CH:19]=[CH:18][CH:17]=1)=[CH:10][CH:2]=[CH:3][CH:4]=3 |f:1.2|. Procedure: A suspension of 18.1 g of 9-chloro-6-imino-4-oxo-3-phenyl-6H-pyrido[2,1-a]isoindole-1-carboxylic acid and 18 g of 10 percent palladium/carbon in 900 ml of methanol was treated with 16.3 g of ammonium formate and then heated to boiling under reflux for 90 minutes. The treatment with ammonium formate and subsequent heating were repeated once, whereupon the catalyst was filtered off, the solvent was removed in a vacuum and the residue was taken up in 150 ml of water. The mixture was acidified with ... Starting materials: C=CC(=O)OC, CO, O=N[O-], Cc1cc(N)cc(C)c1C=O, [Na+], CC(=O)[O-], CC(=O)[O-], O, [Pd+2]. Product: COC(=O)C=Cc1cc(C)c(C=O)c(C)c1. As a reaction SMILES: [C:18]([CH:19]=[CH2:20])(=[O:21])[O:22][CH3:23].[CH3:16][OH:17].[N:12]([O-:13])=[O:14].[NH2:1][c:2]1[cH:3][c:4]([CH3:11])[c:5]([CH:6]=[O:7])[c:8]([CH3:10])[cH:9]1.[Na+:15].[O-:26][C:27]([CH3:28])=[O:29].[O-:30][C:31]([CH3:32])=[O:33].[OH2:24].[Pd+2:25]>>[c:2]1([CH:20]=[CH:19][C:18](=[O:21])[O:22][CH3:23])[cH:3][c:4]([CH3:11])[c:5]([CH:6]=[O:7])[c:8]([CH3:10])[cH:9]1.